From a dataset of the Open Reaction Database (ORD), a public repository of structured organic reaction records. describe an organic reaction: reactants, conditions, products, and yield Reactants: C(CCC)OCCOC1=CC=C(C=C1)C=1C=CC2=C(C=C(CCN2C=O)C(=O)OC)C1 (methyl 7-[4-(2-butoxyethoxy)phenyl]-1-formyl-2,3-dihydro-1H-1-benzazepine-4-carboxylate), [OH-].[Na+] (sodium hydroxide). Run in CO (methanol), C1CCOC1 (THF). Run at temperature 55 celsius, time 1.5 hour. Product: C(CCC)OCCOC1=CC=C(C=C1)C=1C=CC2=C(C=C(CCN2C=O)C(=O)O)C1 (7-[4-(2-butoxyethoxy)phenyl]-1-formyl-2,3-dihydro-1H-1-benzazepine-4-carboxylic acid). Yield: 107.9%. RXN SMILES: [CH2:1]([O:5][CH2:6][CH2:7][O:8][C:9]1[CH:14]=[CH:13][C:12]([C:15]2[CH:16]=[CH:17][C:18]3[N:24]([CH:25]=[O:26])[CH2:23][CH2:22][C:21]([C:27]([O:29]C)=[O:28])=[CH:20][C:19]=3[CH:31]=2)=[CH:11][CH:10]=1)[CH2:2][CH2:3][CH3:4].[OH-].[Na+]>CO.C1COCC1>[CH2:1]([O:5][CH2:6][CH2:7][O:8][C:9]1[CH:14]=[CH:13][C:12]([C:15]2[CH:16]=[CH:17][C:18]3[N:24]([CH:25]=[O:26])[CH2:23][CH2:22][C:21]([C:27]([OH:29])=[O:28])=[CH:20][C:19]=3[CH:31]=2)=[CH:11][CH:10]=1)[CH2:2][CH2:3][CH3:4] |f:1.2|. Procedure details: In methanol (25 ml) and THF (25 ml) was dissolved methyl 7-[4-(2-butoxyethoxy)phenyl]-1-formyl-2,3-dihydro-1H-1-benzazepine-4-carboxylate (0.23 g). To the solution was added 1N sodium hydroxide solution (5 ml), and the mixture was stirred at 55° C. for 1.5 hours and concentrated. To the residue was added water, and the mixture was neutralized with 1N hydrochloric acid and extracted with ethyl acetate. The organic layer was washed with water and saturated brine and dried with anhydrous magnesium ... Yields the product COc1cccc(-c2nc(COc3ccc(F)c(C(N)=O)c3F)sc2Br)c1. The reactants are COc1cccc(-c2nc(CBr)sc2Br)c1, O=C([O-])[O-], NC(=O)c1c(F)ccc(O)c1F, [K+], [K+], CN(C)C=O. As a reaction SMILES: [Br:1][c:2]1[c:3](-[c:9]2[cH:10][c:11]([O:15][CH3:16])[cH:12][cH:13][cH:14]2)[n:4][c:5]([CH2:7][Br:8])[s:6]1.[C:29](=[O:30])([O-:31])[O-:32].[F:17][c:18]1[c:19]([C:20](=[O:21])[NH2:22])[c:23]([F:28])[cH:24][cH:25][c:26]1[OH:27].[K+:33].[K+:34].[O:35]=[CH:36][N:37]([CH3:38])[CH3:39]>>[Br:1][c:2]1[c:3](-[c:9]2[cH:10][c:11]([O:15][CH3:16])[cH:12][cH:13][cH:14]2)[n:4][c:5]([CH2:7][O:27][c:26]2[c:18]([F:17])[c:19]([C:20](=[O:21])[NH2:22])[c:23]([F:28])[cH:24][cH:25]2)[s:6]1. Reactants: Intermediate 2, BrC1=NC=C(C=C1Br)[N+](=O)[O-] (2,3-dibromo-5-nitropyridine), COC=1C=C(C=CC1)B(O)O (3-methoxyphenylboronic acid). Yields the product BrC=1C(=NC=C(C1)[N+](=O)[O-])C1=CC(=CC=C1)OC (3-bromo-2-(3-methoxyphenyl)-5-nitropyridine). RXN SMILES: Br[C:2]1[C:7]([Br:8])=[CH:6][C:5]([N+:9]([O-:11])=[O:10])=[CH:4][N:3]=1.[CH3:12][O:13][C:14]1[CH:15]=[C:16](B(O)O)[CH:17]=[CH:18][CH:19]=1>>[Br:8][C:7]1[C:2]([C:18]2[CH:17]=[CH:16][CH:15]=[C:14]([O:13][CH3:12])[CH:19]=2)=[N:3][CH:4]=[C:5]([N+:9]([O-:11])=[O:10])[CH:6]=1. Reported procedure: Obtained (1.15 g, 39% of yield) following the procedure described in Intermediate 2 (step A) starting with 2,3-dibromo-5-nitropyridine (described as Intermediate 5 (step B) (9.33 mmol, 2.630 g) and 3-methoxyphenylboronic acid (9.33 mmol, 1.42 g).